Dataset: the Open Reaction Database (ORD), a public repository of structured organic reaction records. Task: describe an organic reaction: reactants, conditions, products, and yield The reactants are CC1=NNC=C1 (3-methylpyrazole), O1CCCC=C1 (3,4-dihydro-2H-pyrane), C(=O)(C(F)(F)F)O (TFA), [H-].[Na+] (NaH), oil. Conditions: temperature 85 celsius, time 6 hour. The product is CC1=NN(C=C1)C1OCCCC1 (3-methyl-1-(tetrahydro-2H-pyran-2-yl)-1H-pyrazole). Reaction SMILES: [CH3:1][C:2]1[CH:6]=[CH:5][NH:4][N:3]=1.[O:7]1[CH:12]=[CH:11][CH2:10][CH2:9][CH2:8]1.C(O)(C(F)(F)F)=O.[H-].[Na+]>>[CH3:1][C:2]1[CH:6]=[CH:5][N:4]([CH:8]2[CH2:9][CH2:10][CH2:11][CH2:12][O:7]2)[N:3]=1 |f:3.4|. Reported procedure: A mixture of 3-methylpyrazole (3.0 g, 35.4 mmol), 3,4-dihydro-2H-pyrane (4.97 mL, 53.2 mmol) and TFA (0.02 mL, 0.260 mmol) was stirred at 85° C. for 6 h under an argon atmosphere. The RM was cooled to RT and NaH 60% in mineral oil (0.061 g, 1.524 mmol) was and the RM was stirred for 10 min. The RM was purified by bulb-to-bulb distillation to give 3-methyl-1-(tetrahydro-2H-pyran-2-yl)-1H-pyrazole (b.p. 150-170° C., 12 mbar). A solution of n-1.6 M BuLi in n-hexane (3.38 mL, 5.41 mmol) was added dr... The reactants are ClC=1C=CC(=C(\C=C\2/CN(C(CN(C2=O)C(=O)N[C@H](C)C2=CC=CC=C2)=O)C)C1)OC ((6E)-6-(5-chloro-2-methoxybenzylidene)-4-methyl-3,7-dioxo-N-[(1R)-1-phenylethyl]-1,4-diazepan-1-carboxamide), C1(=CC=CC=C1)[C@@H](C)N ((R)-(+)-1-phenylethylamine), CNCC1=CC=CC=C1 (N-methylbenzylamine). Yields the product C(C1=CC=CC=C1)N(C(=O)N1CC(N(C\C(\C1=O)=C/C1=C(C=CC(=C1)Cl)OC)C)=O)C ((6E)-N-benzyl-6-(5-chloro-2-methoxybenzylidene)-N,4-dimethyl-3,7-dioxo-1,4-diazepan-1-carboxamide). As a reaction SMILES: [Cl:1][C:2]1[CH:3]=[CH:4][C:5]([O:30][CH3:31])=[C:6]([CH:29]=1)/[CH:7]=[C:8]1\[CH2:9][N:10]([CH3:28])[C:11](=[O:27])[CH2:12][N:13]([C:16]([NH:18][C@@H:19]([C:21]2[CH:26]=[CH:25][CH:24]=[CH:23][CH:22]=2)C)=[O:17])[C:14]\1=[O:15].[C:32]1([C@H](N)C)C=CC=CC=1.CNCC1C=CC=CC=1>>[CH2:19]([N:18]([CH3:32])[C:16]([N:13]1[C:14](=[O:15])/[C:8](=[CH:7]/[C:6]2[CH:29]=[C:2]([Cl:1])[CH:3]=[CH:4][C:5]=2[O:30][CH3:31])/[CH2:9][N:10]([CH3:28])[C:11](=[O:27])[CH2:12]1)=[O:17])[C:21]1[CH:22]=[CH:23][CH:24]=[CH:25][CH:26]=1. Procedure: Instead of the starting material compound of Example 27, that is, (R)-(+)-1-phenylethylamine, N-methylbenzylamine was used for the similar procedure as with Example 27 to obtain the title compound.